Task: describe an organic reaction: reactants, conditions, products, and yield. Dataset: the Open Reaction Database (ORD), a public repository of structured organic reaction records Reactants: FC1=C(CCN)C=CC=C1 (2-fluorophenethylamine), C(C)(C)N(CC)C(C)C (diisopropylethylamine), FC(C1=CC=C(C(=O)Cl)C=C1)(F)F (4-(trifluoromethyl)benzoyl chloride). Run in ClCCl (dichloromethane). Conditions: temperature 0 celsius, time 8 hour. The product is FC1=C(CCNC(C2=CC=C(C=C2)C(F)(F)F)=O)C=CC=C1 (N-(2-fluorophenethyl)-4-(trifluoromethyl)benzamide). Reaction SMILES: [F:1][C:2]1[CH:10]=[CH:9][CH:8]=[CH:7][C:3]=1[CH2:4][CH2:5][NH2:6].C(N(C(C)C)CC)(C)C.[F:20][C:21]([F:32])([F:31])[C:22]1[CH:30]=[CH:29][C:25]([C:26](Cl)=[O:27])=[CH:24][CH:23]=1>ClCCl>[F:1][C:2]1[CH:10]=[CH:9][CH:8]=[CH:7][C:3]=1[CH2:4][CH2:5][NH:6][C:26](=[O:27])[C:25]1[CH:29]=[CH:30][C:22]([C:21]([F:20])([F:31])[F:32])=[CH:23][CH:24]=1. Procedure: A 250-mL, round-bottomed flask containing a solution of 2-fluorophenethylamine (4.7 mL, 35.9 mmol) and diisopropylethylamine (6.3 mL, 35.9 mmol) in dichloromethane (35 mL) was cooled to 0° C. and treated dropwise with 4-(trifluoromethyl)benzoyl chloride (5.4 mL, 35.9 mmol) over 5 min. The ice-bath was removed after 2 h and the reaction mixture was stirred overnight. The precipitate formed was collected by filtration. The filtrate was diluted with dichloromethane (100 mL) and transferred to a sep... Reactants: N(C1=CC=CC=C1)C=1N=NNC1C(=O)OCC (ethyl 4-anilino-1,2,3-triazole-5-carboxylate), [ 1909 ]. Solvent: [OH-].[Na+] (sodium hydroxide). The product is N(C1=CC=CC=C1)C=1N=NNC1C(=O)O (4Anilino-1,2,3-triazole-5-carboxylic acid). RXN SMILES: [NH:1]([C:8]1[N:9]=[N:10][NH:11][C:12]=1[C:13]([O:15]CC)=[O:14])[C:2]1[CH:7]=[CH:6][CH:5]=[CH:4][CH:3]=1>[OH-].[Na+]>[NH:1]([C:8]1[N:9]=[N:10][NH:11][C:12]=1[C:13]([OH:15])=[O:14])[C:2]1[CH:7]=[CH:6][CH:5]=[CH:4][CH:3]=1 |f:1.2|. Procedure: Hydrolysis of ethyl 4-anilino-1,2,3-triazole-5-carboxylate (9.29 g; 0.04 mole) with 1.25 N sodium hydroxide (200 ml) at 90° C. for 18 hrs. gave the free acid in quantitative yield. Recrystallisation from water containing a minimum of ethanol gave material of mp 149.5-150.5° C. (dec) (lit. mp. 153° C., O. Dimroth Annalen 364 183 [1909]), (Found; C, 52.88; H, 4.14; N, 27.36; C9H8N4O2 requires; C, 52.94; H, 3.95; N, 27.44%). Reactants: [BH4-], CO, [Na+], CCCc1c(C(C)c2ccc(-c3ccccc3C#N)cc2)c(=O)n(C2CCC(=O)CC2)c2ncnn12, C1CCOC1. Product: CCCc1c(C(C)c2ccc(-c3ccccc3C#N)cc2)c(=O)n(C2CCC(O)CC2)c2ncnn12. RXN SMILES: [BH4-:42].[CH3:44][OH:45].[Na+:43].[O:1]=[c:2]1[n:3]([CH:30]2[CH2:31][CH2:32][C:33](=[O:36])[CH2:34][CH2:35]2)[c:4]2[n:5]([c:6]([CH2:24][CH2:25][CH3:26])[c:7]1[CH:8]([CH3:9])[c:10]1[cH:11][cH:12][c:13](-[c:16]3[c:17]([C:22]#[N:23])[cH:18][cH:19][cH:20][cH:21]3)[cH:14][cH:15]1)[n:27][cH:28][n:29]2.[O:37]1[CH2:38][CH2:39][CH2:40][CH2:41]1>>[O:1]=[c:2]1[n:3]([CH:30]2[CH2:31][CH2:32][CH:33]([OH:36])[CH2:34][CH2:35]2)[c:4]2[n:5]([c:6]([CH2:24][CH2:25][CH3:26])[c:7]1[CH:8]([CH3:9])[c:10]1[cH:11][cH:12][c:13](-[c:16]3[c:17]([C:22]#[N:23])[cH:18][cH:19][cH:20][cH:21]3)[cH:14][cH:15]1)[n:27][cH:28][n:29]2. Starting materials: solid, Cl.Cl.O1C=CC(=C2C1=CC=C2)C2N(CCCC2)CC[C@@H]2CC[C@H](CC2)N (trans-4-[2-(4-benzofuran-4-yl-piperidin-1-yl)-ethyl]-cyclohexyl-amine dihydrochloride), Cl.Cl.O1C=CC(=C2C1=CC=C2)C2N(CCCC2)CC[C@@H]2CC[C@H](CC2)N (trans-4-[2-(4-benzofuran-4-yl-piperidin-1-yl)-ethyl]-cyclohexyl-amine dihydrochloride), O1CCC(CC1)C(=O)O (tetrahydropyran-4-yl-carboxylic acid). Product: O1C=CC(=C2C1=CC=C2)C2N(CCCC2)CC[C@@H]2CC[C@H](CC2)NC(=O)C2CCOCC2 (Tetrahydro-pyran-4-carboxylic acid trans-{4-[2-(4-benzofuran-4-yl-piperidin-1-yl)-ethyl]-cyclohexyl}-amide). As a reaction SMILES: Cl.Cl.[O:3]1[C:8]2=[CH:9][CH:10]=[CH:11][C:7]2=[C:6]([CH:12]2[CH2:17][CH2:16][CH2:15][CH2:14][N:13]2[CH2:18][CH2:19][C@H:20]2[CH2:25][CH2:24][C@H:23]([NH2:26])[CH2:22][CH2:21]2)[CH:5]=[CH:4]1.[O:27]1[CH2:32][CH2:31][CH:30]([C:33](O)=[O:34])[CH2:29][CH2:28]1>>[O:3]1[C:8]2=[CH:9][CH:10]=[CH:11][C:7]2=[C:6]([CH:12]2[CH2:17][CH2:16][CH2:15][CH2:14][N:13]2[CH2:18][CH2:19][C@H:20]2[CH2:21][CH2:22][C@H:23]([NH:26][C:33]([CH:30]3[CH2:31][CH2:32][O:27][CH2:28][CH2:29]3)=[O:34])[CH2:24][CH2:25]2)[CH:5]=[CH:4]1 |f:0.1.2|. Procedure: The title compound, off-white solid (87 mg, 78%), MS (ISP) m/z=439.4 [(M+H)+], mp 217° C., was prepared in accordance with the general method of example 1 from trans-4-[2-(4-benzofuran-4-yl-piperidin-1-yl)-ethyl]-cyclohexyl-amine dihydrochloride (intermediate A) (100 mg, 0.25 mmol) and tetrahydropyran-4-yl-carboxylic acid. The reactants are CO, O=C(Cl)C(=O)Cl, O=C(O)c1ccc(Cl)nc1Cl. Product: OCc1ccc(Cl)nc1Cl. Reaction SMILES: [CH3:18][OH:19].[Cl:12][C:13]([C:14]([Cl:15])=[O:16])=[O:17].[Cl:1][c:2]1[c:3]([C:4](=[O:5])[OH:6])[cH:7][cH:8][c:9]([Cl:11])[n:10]1>>[Cl:1][c:2]1[c:3]([CH2:4][OH:5])[cH:7][cH:8][c:9]([Cl:11])[n:10]1. Starting materials: COC(C1=C(C=CC(=C1)N(C)C)[N+](=O)[O-])=O (5-dimethylamino-2-nitro-benzoic acid methyl ester), CO (methanol). The reagents and catalysts are [Ni] (Raney Nickel). Product: COC(C1=C(C(=CC(=C1)N(C)C)C)N)=O (methyl 2-amino-5-dimethylamino-benzoic acid methyl ester). Isolated yield 98.0%. RXN SMILES: [CH3:1][O:2][C:3](=[O:16])[C:4]1[CH:9]=[C:8]([N:10]([CH3:12])[CH3:11])[CH:7]=[CH:6][C:5]=1[N+:13]([O-])=O.[CH3:17]O>[Ni]>[CH3:1][O:2][C:3](=[O:16])[C:4]1[CH:9]=[C:8]([N:10]([CH3:12])[CH3:11])[CH:7]=[C:6]([CH3:17])[C:5]=1[NH2:13]. Procedure details: Raney Nickel (80 mg) was added to a suspension of 5-dimethylamino-2-nitro-benzoic acid methyl ester (400 mg, 1.78 mmol) in methanol (20 mL) and hydrogenated under atmospheric pressure at room temperature for 2 hr. The reaction mixture was filtered over celite and the filtrate was concentrated in vacuum to afford methyl 2-amino-5-dimethylamino-benzoic acid methyl ester (340 mg, 98%) as greenish brown liquid. The reactants are C(C)(C)(C)OC(NC1=C(C=C(C=C1)C(F)(F)F)N)=O ((2-amino-4-trifluoromethyl-phenyl)-carbamic acid tert-butyl ester), C(C)(C)(C)OC(CC(=O)C1=CC(=CC=C1)C=1C=NC(=CC1)C)=O (3-[3-(6-methyl-pyridin-3-yl)-phenyl]-3-oxo-propionic acid tert-butyl ester). Product: C(C)(C)(C)OC(NC1=C(C=C(C=C1)C(F)(F)F)NC(CC(=O)C1=CC(=CC=C1)C=1C=NC(=CC1)C)=O)=O ((2-{3-[3-(6-Methyl-pyridin-3-yl)-phenyl]-3-oxo-propionylamino}-4-trifluoromethyl-phenyl)-carbamic acid tert-butyl ester), solid. Reaction SMILES: [C:1]([O:5][C:6](=[O:19])[NH:7][C:8]1[CH:13]=[CH:12][C:11]([C:14]([F:17])([F:16])[F:15])=[CH:10][C:9]=1[NH2:18])([CH3:4])([CH3:3])[CH3:2].C([O:24][C:25](=O)[CH2:26][C:27]([C:29]1[CH:34]=[CH:33][CH:32]=[C:31]([C:35]2[CH:36]=[N:37][C:38]([CH3:41])=[CH:39][CH:40]=2)[CH:30]=1)=[O:28])(C)(C)C>>[C:1]([O:5][C:6](=[O:19])[NH:7][C:8]1[CH:13]=[CH:12][C:11]([C:14]([F:17])([F:16])[F:15])=[CH:10][C:9]=1[NH:18][C:25](=[O:24])[CH2:26][C:27]([C:29]1[CH:34]=[CH:33][CH:32]=[C:31]([C:35]2[CH:36]=[N:37][C:38]([CH3:41])=[CH:39][CH:40]=2)[CH:30]=1)=[O:28])([CH3:4])([CH3:2])[CH3:3]. Reported procedure: The title compound was prepared from (2-amino-4-trifluoromethyl-phenyl)-carbamic acid tert-butyl ester (Example J3) (207 mg, 0.75 mmol) and 3-[3-(6-methyl-pyridin-3-yl)-phenyl]-3-oxo-propionic acid tert-butyl ester (Example K4) (234 mg, 0.75 mmol) according to the general procedure M. Obtained as a white solid (399 mg). The reactants are [Na+], C1COCCO1, COC(=O)c1ccc2c(n1)NC(=O)CS2, [OH-]. The product is O=C1CSc2ccc(C(=O)O)nc2N1. RXN SMILES: [Na+:17].[O:18]1[CH2:19][CH2:20][O:21][CH2:22][CH2:23]1.[O:1]=[C:2]1[NH:3][c:4]2[c:5]([cH:8][cH:9][c:10]([C:12](=[O:13])[O:14][CH3:15])[n:11]2)[S:6][CH2:7]1.[OH-:16]>>[O:1]=[C:2]1[NH:3][c:4]2[c:5]([cH:8][cH:9][c:10]([C:12](=[O:13])[OH:14])[n:11]2)[S:6][CH2:7]1.